describe an organic reaction: reactants, conditions, products, and yield From a dataset of the Open Reaction Database (ORD), a public repository of structured organic reaction records. Reactants: pyrazoles, ClC1=CC=C(C=C1)C1=C(C(=NN1)C(F)(F)F)C (5-(4-chlorophenyl)-4-methyl-3-(trifluoromethyl)-1H-pyrazole), C([O-])([O-])=O.[K+].[K+] (potassium carbonate), CI (methyl iodide). The solvent is CC(=O)C (acetone). Conditions: time 8 hour. The product is ClC1=CC=C(C=C1)C1=NN(C(=C1C)C(F)(F)F)C (3-(4-chlorophenyl)-1,4-dimethyl-5-(trifluoromethyl)pyrazole), ClC1=CC=C(C=C1)C1=C(C(=NN1C)C(F)(F)F)C (5-(4-chlorophenyl)-1,4-dimethyl-3-(trifluoromethyl)pyrazole). As a reaction SMILES: [Cl:1][C:2]1[CH:7]=[CH:6][C:5]([C:8]2[NH:12][N:11]=[C:10]([C:13]([F:16])([F:15])[F:14])[C:9]=2[CH3:17])=[CH:4][CH:3]=1.[C:18](=O)([O-])[O-].[K+].[K+].[CH3:24]I>CC(C)=O>[Cl:1][C:2]1[CH:3]=[CH:4][C:5]([C:8]2[C:9]([CH3:17])=[C:10]([C:13]([F:14])([F:16])[F:15])[N:11]([CH3:18])[N:12]=2)=[CH:6][CH:7]=1.[Cl:1][C:2]1[CH:3]=[CH:4][C:5]([C:8]2[N:12]([CH3:24])[N:11]=[C:10]([C:13]([F:14])([F:16])[F:15])[C:9]=2[CH3:17])=[CH:6][CH:7]=1 |f:1.2.3|. Procedure: To a solution of 3.7 g of 5-(4-chlorophenyl)-4-methyl-3-(trifluoromethyl)-1H-pyrazole in 40 mL of acetone was added 5.9 g of potassium carbonate and 1.8 mL of methyl iodide. The mixture was allowed stir overnight at room temperature, filtered and concd in vacuo to give a white solid. This mixture of two isomeric pyrazoles was purified by chromatography on silica (5% ethyl acetate in hexanes) to give 1.8 g (high Rf) of 3-(4-chlorophenyl)-1,4-dimethyl-5-(trifluoromethyl)pyrazole and 2.15 g (low Rf... The reactants are ClCC([C@]1(CC[C@H]2[C@@H]3CCC4=CC(CC[C@]4(C)[C@H]3CC[C@]12C)=O)O)=O (21-chloro-17-hydroxy-4-pregnene-3,20-dione), C(C)(=O)[O-].[K+] (potassium acetate), ice water. Run in C(C)(=O)OCC (ethyl acetate), CN(C=O)C (dimethylformamide). Run at time 30 minute. Yields the product C(C)(=O)OCC([C@]1(CC[C@H]2[C@@H]3CCC4=CC(CC[C@]4(C)[C@H]3CC[C@]12C)=O)O)=O (21-acetoxy-17-hydroxy-4-pregnene-3,20-dione). The yield is 88.3%. RXN SMILES: Cl[CH2:2][C:3](=[O:25])[C@:4]1([OH:24])[C@:21]2([CH3:22])[C@H:7]([C@H:8]3[C@H:18]([CH2:19][CH2:20]2)[C@:16]2([CH3:17])[C:11](=[CH:12][C:13](=[O:23])[CH2:14][CH2:15]2)[CH2:10][CH2:9]3)[CH2:6][CH2:5]1.[C:26]([O-:29])(=[O:28])[CH3:27].[K+]>CN(C)C=O.C(OCC)(=O)C>[C:26]([O:29][CH2:2][C:3](=[O:25])[C@:4]1([OH:24])[C@:21]2([CH3:22])[C@H:7]([C@H:8]3[C@H:18]([CH2:19][CH2:20]2)[C@:16]2([CH3:17])[C:11](=[CH:12][C:13](=[O:23])[CH2:14][CH2:15]2)[CH2:10][CH2:9]3)[CH2:6][CH2:5]1)(=[O:28])[CH3:27] |f:1.2|. Procedure: 1.0 g of 21-chloro-17-hydroxy-4-pregnene-3,20-dione in 20 ml of dimethylformamide is agitated at 80° C. with 1.0 g of potassium acetate. After 30 minutes, the reaction mixture is introduced into ice water, the precipitated product is suctioned off, dissolved in ethyl acetate, and dried over sodium sulfate, thus obtaining 940 mg of 21-acetoxy-17-hydroxy-4-pregnene-3,20-dione; mp 236.5° C.